Dataset: the Open Reaction Database (ORD), a public repository of structured organic reaction records. Task: describe an organic reaction: reactants, conditions, products, and yield Reactants: COc1cccc(-c2ccc3c(-c4nc5ccccc5[nH]4)n[nH]c3c2)c1, COc1cccc(B(O)O)c1. Product: Oc1cccc(-c2ccc3c(-c4nc5ccccc5[nH]4)n[nH]c3c2)c1. Reaction SMILES: [CH3:1][O:2][c:3]1[cH:4][c:5](-[c:9]2[cH:10][cH:11][c:12]3[c:13](-[c:18]4[n:19][c:20]5[c:21]([nH:22]4)[cH:23][cH:24][cH:25][cH:26]5)[n:14][nH:15][c:16]3[cH:17]2)[cH:6][cH:7][cH:8]1.[CH3:27][O:28][c:29]1[cH:30][c:31]([B:32]([OH:33])[OH:34])[cH:35][cH:36][cH:37]1>>[OH:2][c:3]1[cH:4][c:5](-[c:9]2[cH:10][cH:11][c:12]3[c:13](-[c:18]4[n:19][c:20]5[c:21]([nH:22]4)[cH:23][cH:24][cH:25][cH:26]5)[n:14][nH:15][c:16]3[cH:17]2)[cH:6][cH:7][cH:8]1. Reactants: O=C([O-])[O-], COCCOC, O=[N+]([O-])c1cc(I)c2occc2c1, [Na+], [Na+], c1ccc(P(c2ccccc2)(c2ccccc2)[Pd](P(c2ccccc2)(c2ccccc2)c2ccccc2)(P(c2ccccc2)(c2ccccc2)c2ccccc2)P(c2ccccc2)(c2ccccc2)c2ccccc2)cc1, OB(O)c1cncnc1. The product is O=[N+]([O-])c1cc(-c2cncnc2)c2occc2c1. Reaction SMILES: [C:23](=[O:24])([O-:25])[O-:26].[CH3:29][O:30][CH2:31][CH2:32][O:33][CH3:34].[I:1][c:2]1[cH:3][c:4]([N+:11](=[O:12])[O-:13])[cH:5][c:6]2[cH:7][cH:8][o:9][c:10]12.[Na+:27].[Na+:28].[cH:35]1[cH:36][cH:37][c:38]([P:39]([Pd:40]([P:41]([c:42]2[cH:43][cH:44][cH:45][cH:46][cH:47]2)([c:48]2[cH:49][cH:50][cH:51][cH:52][cH:53]2)[c:54]2[cH:55][cH:56][cH:57][cH:58][cH:59]2)([P:60]([c:61]2[cH:62][cH:63][cH:64][cH:65][cH:66]2)([c:67]2[cH:68][cH:69][cH:70][cH:71][cH:72]2)[c:73]2[cH:74][cH:75][cH:76][cH:77][cH:78]2)[P:79]([c:80]2[cH:81][cH:82][cH:83][cH:84][cH:85]2)([c:86]2[cH:87][cH:88][cH:89][cH:90][cH:91]2)[c:92]2[cH:93][cH:94][cH:95][cH:96][cH:97]2)([c:98]2[cH:99][cH:100][cH:101][cH:102][cH:103]2)[c:104]2[cH:105][cH:106][cH:107][cH:108][cH:109]2)[cH:110][cH:111]1.[n:14]1[cH:15][n:16][cH:17][c:18]([B:20]([OH:21])[OH:22])[cH:19]1>>[c:2]1(-[c:18]2[cH:17][n:16][cH:15][n:14][cH:19]2)[cH:3][c:4]([N+:11](=[O:12])[O-:13])[cH:5][c:6]2[cH:7][cH:8][o:9][c:10]12. Reaction SMILES: [C:1]([CH3:2])([CH3:3])([CH3:4])[O:5][C:6](=[O:7])[N:8]1[C:9]([CH3:34])([CH3:35])[O:10][CH:11]([CH2:20][CH:21]2[CH2:22][CH:23]=[CH:24][CH2:25][CH:26]2[C:27]([NH:28][C:29]([CH3:30])([CH3:31])[CH3:32])=[O:33])[CH:12]1[CH2:13][c:14]1[cH:15][cH:16][cH:17][cH:18][cH:19]1.[CH3:36][CH2:37][OH:38]>>[C:1]([CH3:2])([CH3:3])([CH3:4])[O:5][C:6](=[O:7])[N:8]1[C:9]([CH3:34])([CH3:35])[O:10][CH:11]([CH2:20][CH:21]2[CH2:22][CH2:23][CH2:24][CH2:25][CH:26]2[C:27]([NH:28][C:29]([CH3:30])([CH3:31])[CH3:32])=[O:33])[CH:12]1[CH2:13][c:14]1[cH:15][cH:16][cH:17][cH:18][cH:19]1. The reactants are CC(C)(C)NC(=O)C1CC=CCC1CC1OC(C)(C)N(C(=O)OC(C)(C)C)C1Cc1ccccc1, CCO. The product is CC(C)(C)NC(=O)C1CCCCC1CC1OC(C)(C)N(C(=O)OC(C)(C)C)C1Cc1ccccc1.